This data is from the Open Reaction Database (ORD), a public repository of structured organic reaction records. The task is: describe an organic reaction: reactants, conditions, products, and yield Starting materials: CC1=C(C=C(C=C1)C(=O)OC)C(=O)OC (Dimethyl 4-Methylbenzene-1,3-dicarboxylate), O[Li].O (LiOH.H2O). The solvent is C1CCOC1.CO.O (THF MeOH H2O). Reaction conditions: time 3 hour. Yields the product CC1=C(C=C(C=C1)C(=O)O)C(=O)O (4-Methyl-1,3-benzenedicarboxylic Acid). RXN SMILES: [CH3:1][C:2]1[CH:7]=[CH:6][C:5]([C:8]([O:10]C)=[O:9])=[CH:4][C:3]=1[C:12]([O:14]C)=[O:13].O[Li].O>C1COCC1.CO.O>[CH3:1][C:2]1[CH:7]=[CH:6][C:5]([C:8]([OH:10])=[O:9])=[CH:4][C:3]=1[C:12]([OH:14])=[O:13] |f:1.2,3.4.5|. Procedure: A solution of 2-20 (1.5 g, 7.2 mmoles) in THF/MeOH/H2O (1:1:1) (36 ml) at room temperature was treated with LiOH.H2O (1.5 g, 36 mmoles). After stirring for 3 hours, the solvent was removed and the residue acidified with 1N HCl. This was extracted with EtOAc, and the extract was dried (MgSO4) and concentrated to give 2-21. The reactants are FC(C=1C=C(C=CC1)C1=CC(=C(C=C1C)NC(C(C)(C)C)=O)C)(F)F (N-(4-(3-Trifluoromethylphenyl)-2,5-xylyl)pivalamide), Cl (hydrochloric acid), O (water). Solvent: C(C)(=O)O (acetic acid). Reaction conditions: temperature 100 celsius, time 3 day. Product: FC(C=1C=C(C=CC1)C=1C=C(C(N)=CC1C)C)(F)F (4-(3-Trifluoromethylphenyl)-2,5-xylidine). RXN SMILES: [F:1][C:2]([F:25])([F:24])[C:3]1[CH:4]=[C:5]([C:9]2[C:14]([CH3:15])=[CH:13][C:12]([NH:16]C(=O)C(C)(C)C)=[C:11]([CH3:23])[CH:10]=2)[CH:6]=[CH:7][CH:8]=1.Cl.O>C(O)(=O)C>[F:1][C:2]([F:24])([F:25])[C:3]1[CH:4]=[C:5]([C:9]2[CH:10]=[C:11]([CH3:23])[C:12](=[CH:13][C:14]=2[CH3:15])[NH2:16])[CH:6]=[CH:7][CH:8]=1. Procedure details: The product from stage b) (10.4 g) in glacial acetic acid (36 ml) was treated with hydrochloric acid (24.5 ml of 15% solution) at 70° C. The mixture was stirred for 3 days at 100° C. On cooling, water was added and the mixture extracted with ethyl acetate. The organic phase was washed with sodium bicarbonate solution, dried (MgSO4) and concentrated to give the title product. Reactants: Cl.ClCCNCCCl (Bis(2-chloroethyl)amine hydrochloride), NCCCO (3-aminopropanol), NCCCO (3-aminopropanol), CN1CCN(CC1)C (N,N′-Dimethylpiperazine), O=P(Cl)(Cl)Cl (POCl3). Run at time 5 hour. Yields the product C1CNP(=O)(OC1)N(CCCl)CCCl (Cyclophosphamide). Reaction SMILES: Cl.[Cl:2][CH2:3][CH2:4][NH:5][CH2:6][CH2:7][Cl:8].CN1CCN(C)CC1.[O:17]=[P:18](Cl)(Cl)Cl.[NH2:22][CH2:23][CH2:24][CH2:25][OH:26]>>[CH2:24]1[CH2:25][O:26][P:18]([N:5]([CH2:6][CH2:7][Cl:8])[CH2:4][CH2:3][Cl:2])(=[O:17])[NH:22][CH2:23]1 |f:0.1|. Procedure details: Bis(2-chloroethyl)amine hydrochloride (5 g, 0.028 mol) is put into a 100 mL two-necked flask, and N,N′-Dimethylpiperazine (7.1 eq) is added into the flask. After cooling the flask and the reactants therein to about 4° C., POCl3 (4.49 g, 1.04 eq) is slowly dropped into the flask, and the mixture in the flask is stirred at room temperature for 5 hours. After that, the mixture in the flask is cooled to about 4° C., and 3-aminopropanol (2.1 g, 1.0 eq) is slowly dropped into the flask for 3 hours. Af...